This data is from the Open Reaction Database (ORD), a public repository of structured organic reaction records. The task is: describe an organic reaction: reactants, conditions, products, and yield Product: C=CCC1(C)CC(c2cccc(Cl)c2)C(c2ccc(Cl)cc2)N(C(C(C)O)C2CC2)C1=O. RXN SMILES: [Br-:32].[CH2:1]([CH:2]=[CH2:3])[C:4]1([CH3:31])[C:5](=[O:30])[N:6]([CH:24]([CH:25]=[O:26])[CH:27]2[CH2:28][CH2:29]2)[CH:7]([c:17]2[cH:18][cH:19][c:20]([Cl:23])[cH:21][cH:22]2)[CH:8]([c:10]2[cH:11][c:12]([Cl:16])[cH:13][cH:14][cH:15]2)[CH2:9]1.[CH3:33][Mg+:34]>>[CH2:1]([CH:2]=[CH2:3])[C:4]1([CH3:31])[C:5](=[O:30])[N:6]([CH:24]([CH:25]([OH:26])[CH3:33])[CH:27]2[CH2:28][CH2:29]2)[CH:7]([c:17]2[cH:18][cH:19][c:20]([Cl:23])[cH:21][cH:22]2)[CH:8]([c:10]2[cH:11][c:12]([Cl:16])[cH:13][cH:14][cH:15]2)[CH2:9]1. The reactants are [Br-], C=CCC1(C)CC(c2cccc(Cl)c2)C(c2ccc(Cl)cc2)N(C(C=O)C2CC2)C1=O, C[Mg+]. The product is COc1cccc(C2CC(=O)c3cc(Br)ccc3O2)c1. RXN SMILES: [Br:1][c:2]1[cH:3][cH:4][c:5]([OH:11])[c:6]([C:8]([CH3:9])=[O:10])[cH:7]1.[CH3:12][O:13][c:14]1[cH:15][c:16]([CH:17]=[O:18])[cH:19][cH:20][cH:21]1.[CH3:45][CH2:46][OH:47].[Na+:22].[Na+:23].[OH2:24].[OH2:25].[OH2:26].[OH2:27].[OH2:28].[OH2:29].[OH2:30].[OH2:31].[OH2:48].[OH:32][B:33]1[O:34][B-:35]2([OH:44])[O:36][B-:37]([OH:42])([O:38][B:39]([OH:41])[O:40]2)[O:43]1>>[Br:1][c:2]1[cH:3][cH:4][c:5]2[c:6]([cH:7]1)[C:8](=[O:10])[CH2:9][CH:17]([c:16]1[cH:15][c:14]([O:13][CH3:12])[cH:21][cH:20][cH:19]1)[O:11]2. Starting materials: CC(=O)c1cc(Br)ccc1O, COc1cccc(C=O)c1, CCO, [Na+], [Na+], O, O, O, O, O, O, O, O, O, OB1O[B-]2(O)OB(O)O[B-](O)(O1)O2. Starting materials: ClC1=C(C(=CC=C1)Cl)C1=CC2=C(N=C(N=C2)S(=O)(=O)C)N(C1=O)C (6-(2,6-Dichlorophenyl)-2-methanesulfonyl-8-methyl-8H-pyrido[2,3-d]pyrimidin-7-one), ClC1=CC=C(N)C=C1 (4-chloroaniline). Solvent: C(C)(=O)OCC (Ethyl acetate), Petroleum ether. Conditions: temperature 238 celsius, time 5 minute. Product: ClC1=CC=C(C=C1)NC=1N=CC2=C(N1)N(C(C(=C2)C2=C(C=CC=C2Cl)Cl)=O)C (2-(4-Chlorophenylamino)-6-(2,6-dichlorophenyl)-8-methyl-8H-pyrido[2,3-d]pyrimidin-7-one). RXN SMILES: [Cl:1][C:2]1[CH:7]=[CH:6][CH:5]=[C:4]([Cl:8])[C:3]=1[C:9]1[C:22](=[O:23])[N:21]([CH3:24])[C:12]2[N:13]=[C:14](S(C)(=O)=O)[N:15]=[CH:16][C:11]=2[CH:10]=1.[Cl:25][C:26]1[CH:32]=[CH:31][C:29]([NH2:30])=[CH:28][CH:27]=1>C(OCC)(=O)C>[Cl:25][C:26]1[CH:32]=[CH:31][C:29]([NH:30][C:14]2[N:15]=[CH:16][C:11]3[CH:10]=[C:9]([C:3]4[C:2]([Cl:1])=[CH:7][CH:6]=[CH:5][C:4]=4[Cl:8])[C:22](=[O:23])[N:21]([CH3:24])[C:12]=3[N:13]=2)=[CH:28][CH:27]=1. Procedure details: A mixture of 0.113 g (0.29 mmol) of 6-(2,6-dichlorophenyl)-2-methanesulfonyl-8-methyl-8H-pyrido[2,3-d]pyrimidin-7-one of Example 39 in 0.50 g (3.90 mmol) of 4-chloroaniline was heated, with stirring, at the boiling point (238° C.) for 5 minutes. Ethyl acetate (3 mL) was added to the cooled dark blue reaction solution. Petroleum ether (3 mL) was added to completed precipitation of a dark solid. This was filtered and washed with 50% hexane-ethyl acetate; wt 0.078 g. The crude solid was purified to... The reactants are CCOC(=O)C1(Cc2ccc(F)cc2)CCN(CC2CC(c3ccc4[nH]c(=O)oc4c3)=NO2)CC1, CCO, [Na+], [OH-]. Yields the product O=C(O)C1(Cc2ccc(F)cc2)CCN(CC2CC(c3ccc4[nH]c(=O)oc4c3)=NO2)CC1. As a reaction SMILES: [CH2:1]([CH3:2])[O:3][C:4](=[O:5])[C:6]1([CH2:28][c:29]2[cH:30][cH:31][c:32]([F:35])[cH:33][cH:34]2)[CH2:7][CH2:8][N:9]([CH2:12][CH:13]2[CH2:14][C:15]([c:18]3[cH:19][c:20]4[c:21]([nH:22][c:23](=[O:25])[o:24]4)[cH:26][cH:27]3)=[N:16][O:17]2)[CH2:10][CH2:11]1.[CH3:38][CH2:39][OH:40].[Na+:37].[OH-:36]>>[O:3]=[C:4]([OH:5])[C:6]1([CH2:28][c:29]2[cH:30][cH:31][c:32]([F:35])[cH:33][cH:34]2)[CH2:7][CH2:8][N:9]([CH2:12][CH:13]2[CH2:14][C:15]([c:18]3[cH:19][c:20]4[c:21]([nH:22][c:23](=[O:25])[o:24]4)[cH:26][cH:27]3)=[N:16][O:17]2)[CH2:10][CH2:11]1. Yields the product BrC1=C(OC(C(=O)OC(C)(C)C)(C)C)C=CC(=C1)CCC(C=1SC(=CC1)C1=CC=C(C=C1)C(F)(F)F)=O (Tert-butyl 2-(2-bromo-4-(3-oxo-3-(5-(4-(trifluoromethyl)phenyl)thien-2-yl)propyl)phenoxy)-2-methylpropanoate). The reactants are BrC=1C=C(C=CC1O)CCC(=O)C=1SC(=CC1)C1=CC=C(C=C1)C(F)(F)F (3-(3-bromo-4-hydroxyphenyl)-1-(5-(4-(trifluoromethyl)phenyl)thien-2-yl)propan-1-one), BrC(C(=O)OC(C)(C)C)(C)C (tert-butyl bromoisobutyrate). RXN SMILES: [Br:1][C:2]1[CH:3]=[C:4]([CH2:9][CH2:10][C:11]([C:13]2[S:14][C:15]([C:18]3[CH:23]=[CH:22][C:21]([C:24]([F:27])([F:26])[F:25])=[CH:20][CH:19]=3)=[CH:16][CH:17]=2)=[O:12])[CH:5]=[CH:6][C:7]=1[OH:8].Br[C:29]([CH3:38])([CH3:37])[C:30]([O:32][C:33]([CH3:36])([CH3:35])[CH3:34])=[O:31]>>[Br:1][C:2]1[CH:3]=[C:4]([CH2:9][CH2:10][C:11](=[O:12])[C:13]2[S:14][C:15]([C:18]3[CH:23]=[CH:22][C:21]([C:24]([F:27])([F:25])[F:26])=[CH:20][CH:19]=3)=[CH:16][CH:17]=2)[CH:5]=[CH:6][C:7]=1[O:8][C:29]([CH3:38])([CH3:37])[C:30]([O:32][C:33]([CH3:36])([CH3:35])[CH3:34])=[O:31]. Reported procedure: Tert-butyl 2-(2-bromo-4-(3-oxo-3-(5-(4-(trifluoromethyl)phenyl)thien-2-yl)propyl)phenoxy)-2-methylpropanoate is prepared from 3-(3-bromo-4-hydroxyphenyl)-1-(5-(4-(trifluoromethyl)phenyl)thien-2-yl)propan-1-one and tert-butyl bromoisobutyrate according to general procedure D. Starting materials: three, C1=CC=CC=2NC(C3=C(CCC21)C=CC=C3)=O (11,12-dihydrodibenz[b,f]azocin-6(5H)-one), [H-].[H-].[H-].[H-].[Li+].[Al+3] (LAH), [OH-].[Na+] (sodium hydroxide), [H][H] (hydrogen). The solvent is C1CCOC1 (THF), C1CCOC1 (THF). Product: C1=CC=CC=2NCC3=C(CCC21)C=CC=C3 (5,6,11,12 -Tetrahydro dibenz[b,f]azocine). The yield is 98.5%. Reaction SMILES: [H-].[H-].[H-].[H-].[Li+].[Al+3].[CH:7]1[C:18]2[CH2:17][CH2:16][C:15]3[CH:19]=[CH:20][CH:21]=[CH:22][C:14]=3[C:13](=O)[NH:12][C:11]=2[CH:10]=[CH:9][CH:8]=1.[OH-].[Na+].[H][H]>C1COCC1>[CH:7]1[C:18]2[CH2:17][CH2:16][C:15]3[CH:19]=[CH:20][CH:21]=[CH:22][C:14]=3[CH2:13][NH:12][C:11]=2[CH:10]=[CH:9][CH:8]=1 |f:0.1.2.3.4.5,7.8|. Reported procedure: In a two liter three neck round bottom flask (argon atmosphere) was placed 300 ml of dry THF and 30.06 g (0.8 mole) of LAH was added cautiously. The reaction mixture was stirred and a suspension of 89.31 g (0.4 mole) of 11,12-dihydrodibenz[b,f]azocin-6(5H)-one (Aldrich) in 400 ml of hot THF was added dropwise. After the addition, the reaction mixture was stirred and heated to reflux for 8.5 hr. The reaction mixture was cooled to RT and 60 ml of 1N sodium hydroxide was added with caution (hydroge... Starting materials: BrB(Br)Br, ClCCl, CCC(=O)NCCC1CCc2cc(F)c(OC)cc21, O. The product is CCC(=O)NCCC1CCc2cc(F)c(O)cc21. Reaction SMILES: [B:1]([Br:2])([Br:3])[Br:4].[Cl:5][CH2:6][Cl:7].[F:8][c:9]1[cH:10][c:11]2[c:15]([cH:16][c:17]1[O:18][CH3:19])[CH:14]([CH2:20][CH2:21][NH:22][C:23]([CH2:24][CH3:25])=[O:26])[CH2:13][CH2:12]2.[OH2:27]>>[F:8][c:9]1[cH:10][c:11]2[c:15]([cH:16][c:17]1[OH:18])[CH:14]([CH2:20][CH2:21][NH:22][C:23]([CH2:24][CH3:25])=[O:26])[CH2:13][CH2:12]2.